Dataset: the Open Reaction Database (ORD), a public repository of structured organic reaction records. Task: describe an organic reaction: reactants, conditions, products, and yield Starting materials: O (water), resultant solution, C(C)(C)(C)C1=CC=C(C=C1)SCl (4-(tert-butyl)benzenesulfenyl chloride), CC1(CC2=CC=CC(=C2O1)OC(=O)NC)C (carbofuran). Solvent: N1=CC=CC=C1 (pyridine). Run at time 8 hour. The product is C(C)(C)(C)C1=CC=C(C=C1)SN(C(OC1=CC=CC=2CC(OC21)(C)C)=O)C (2,3-Dihydro-2,2-dimethyl-7-benzofuranyl (4-tert-butylphenylthio)(methyl)carbamate). Reaction SMILES: [C:1]([C:5]1[CH:10]=[CH:9][C:8]([S:11]Cl)=[CH:7][CH:6]=1)([CH3:4])([CH3:3])[CH3:2].[CH3:13][C:14]1([CH3:28])[O:22][C:21]2[C:16](=[CH:17][CH:18]=[CH:19][C:20]=2[O:23][C:24]([NH:26][CH3:27])=[O:25])[CH2:15]1.O>N1C=CC=CC=1>[C:1]([C:5]1[CH:10]=[CH:9][C:8]([S:11][N:26]([CH3:27])[C:24](=[O:25])[O:23][C:20]2[C:21]3[O:22][C:14]([CH3:13])([CH3:28])[CH2:15][C:16]=3[CH:17]=[CH:18][CH:19]=2)=[CH:7][CH:6]=1)([CH3:4])([CH3:3])[CH3:2]. Procedure: One-half (by volume) of the resultant solution of 4-(tert-butyl)benzenesulfenyl chloride was added to a solution of 10.9 g of carbofuran in 30 ml of pyridine. The mixture was allowed to stand overnight, then poured into water. The water-insoluble material was washed several times with water, then dissolved in ether. The ether solution was washed with water and dried. Removal of the ether under reduced pressure gave a solid which on recrystallization from hexane-ether gave 7.5 g of solid, m.p. 12... The reactants are CCO, Cc1nc(N2CCN(C)CC2)c2nc(-c3ccccc3Cl)n(C3CCOCC3)c2n1, O=P(O)(O)O. The product is Cc1nc(N2CCN(C)CC2)c2nc(-c3ccccc3Cl)n(C3CCOCC3)c2n1, O=P(O)(O)O. Reaction SMILES: [CH3:36][CH2:37][OH:38].[Cl:1][c:2]1[c:3](-[c:8]2[n:9]([CH:25]3[CH2:26][CH2:27][O:28][CH2:29][CH2:30]3)[c:10]3[n:11][c:12]([CH3:24])[n:13][c:14]([N:17]4[CH2:18][CH2:19][N:20]([CH3:23])[CH2:21][CH2:22]4)[c:15]3[n:16]2)[cH:4][cH:5][cH:6][cH:7]1.[P:31]([OH:32])([OH:33])([OH:34])=[O:35]>>[Cl:1][c:2]1[c:3](-[c:8]2[n:9]([CH:25]3[CH2:26][CH2:27][O:28][CH2:29][CH2:30]3)[c:10]3[n:11][c:12]([CH3:24])[n:13][c:14]([N:17]4[CH2:18][CH2:19][N:20]([CH3:23])[CH2:21][CH2:22]4)[c:15]3[n:16]2)[cH:4][cH:5][cH:6][cH:7]1.[P:31](=[O:32])([OH:33])([OH:34])[OH:35]. Starting materials: C1(=CC=CC=C1)CC(=O)C1CSCCC1=O (3-(2-phenylacetyl)dihydro-2H-thiopyran-4(3H)-one), CC=1N(C=CN1)C1=CC=C(C=C1)NC(=N)N (1-(4-(2-methyl-1H-imidazol-1-yl)phenyl)guanidine), pyrimidines. Product: C(C1=CC=CC=C1)C=1C2=C(N=C(N1)NC1=CC=C(C=C1)N1C(=NC=C1)C)CCSC2 (4-Benzyl-N-(4-(2-methyl-1H-imidazol-1-yl)phenyl)-7,8-dihydro-5H-thiopyrano[4,3-d]pyrimidin-2-amine). Procedure: 4-Benzyl-N-(4-(2-methyl-1H-imidazol-1-yl)phenyl)-7,8-dihydro-5H-thiopyrano[4,3-d]pyrimidin-2-amine (74 mg, 28%) was synthesised from 3-(2-phenylacetyl)dihydro-2H-thiopyran-4(3H)-one and 1-(4-(2-methyl-1H-imidazol-1-yl)phenyl)guanidine (Example 41c) according to the general procedure for the synthesis of pyrimidines. MS (ES+) m/z 414.2 (M+H)+ Isolated yield 28.0%. Reaction SMILES: [C:1]1([CH2:7][C:8]([CH:10]2[C:15](=O)[CH2:14][CH2:13][S:12][CH2:11]2)=O)[CH:6]=[CH:5][CH:4]=[CH:3][CH:2]=1.[CH3:17][C:18]1[N:19]([C:23]2[CH:28]=[CH:27][C:26]([NH:29][C:30]([NH2:32])=[NH:31])=[CH:25][CH:24]=2)[CH:20]=[CH:21][N:22]=1>>[CH2:7]([C:8]1[C:10]2[CH2:11][S:12][CH2:13][CH2:14][C:15]=2[N:32]=[C:30]([NH:29][C:26]2[CH:27]=[CH:28][C:23]([N:19]3[CH:20]=[CH:21][N:22]=[C:18]3[CH3:17])=[CH:24][CH:25]=2)[N:31]=1)[C:1]1[CH:6]=[CH:5][CH:4]=[CH:3][CH:2]=1. The reactants are NC(=O)CCC(=O)NBr, COc1cccc(-c2c(C)c(Cc3ccccc3F)nn(CCO)c2=O)c1, ClCCl. Yields the product COc1cccc(-c2c(C)c(Cc3ccccc3F)nn(CCBr)c2=O)c1. As a reaction SMILES: [Br:28][NH:29][C:30](=[O:31])[CH2:32][CH2:33][C:34]([NH2:35])=[O:36].[CH3:1][O:2][c:3]1[cH:4][c:5](-[c:9]2[c:10](=[O:27])[n:11]([CH2:24][CH2:25][OH:26])[n:12][c:13]([CH2:16][c:17]3[c:18]([F:23])[cH:19][cH:20][cH:21][cH:22]3)[c:14]2[CH3:15])[cH:6][cH:7][cH:8]1.[Cl:37][CH2:38][Cl:39]>>[CH3:1][O:2][c:3]1[cH:4][c:5](-[c:9]2[c:10](=[O:27])[n:11]([CH2:24][CH2:25][Br:28])[n:12][c:13]([CH2:16][c:17]3[c:18]([F:23])[cH:19][cH:20][cH:21][cH:22]3)[c:14]2[CH3:15])[cH:6][cH:7][cH:8]1.